describe an organic reaction: reactants, conditions, products, and yield From a dataset of the Open Reaction Database (ORD), a public repository of structured organic reaction records. Starting materials: C12(CC3CC(CC(C1)C3)C2)C=2C=C(C(=O)Cl)C=CC2C=C (3-(1-adamantyl)-4-vinylbenzoyl chloride), OC1=CC=C(C(=O)OCC=C)C=C1 (allyl 4-hydroxybenzoate). The product is C12(CC3CC(CC(C1)C3)C2)C=2C=C(C(=O)OC3=CC=C(C(=O)OCC=C)C=C3)C=CC2C=C (allyl 4-[3-(1-adamantyl)-4-vinylbenzoyloxy]benzoate). Isolated yield 70.3%. Reaction SMILES: [C:1]12([C:11]3[CH:12]=[C:13]([CH:17]=[CH:18][C:19]=3[CH:20]=[CH2:21])[C:14](Cl)=[O:15])[CH2:10][CH:5]3[CH2:6][CH:7]([CH2:9][CH:3]([CH2:4]3)[CH2:2]1)[CH2:8]2.[OH:22][C:23]1[CH:34]=[CH:33][C:26]([C:27]([O:29][CH2:30][CH:31]=[CH2:32])=[O:28])=[CH:25][CH:24]=1>>[C:1]12([C:11]3[CH:12]=[C:13]([CH:17]=[CH:18][C:19]=3[CH:20]=[CH2:21])[C:14]([O:22][C:23]3[CH:24]=[CH:25][C:26]([C:27]([O:29][CH2:30][CH:31]=[CH2:32])=[O:28])=[CH:33][CH:34]=3)=[O:15])[CH2:10][CH:5]3[CH2:6][CH:7]([CH2:9][CH:3]([CH2:4]3)[CH2:2]1)[CH2:8]2. Reported procedure: In a manner analogous to Example 9(e) by reacting 1.35 g (4.5 mmoles) of 3-(1-adamantyl)-4-vinylbenzoyl chloride with 800 mg (4.5 mmoles) of allyl 4-hydroxybenzoate, 1.4 g (70% yield) of the expected ester in the form of a colorless oil are obtained. Starting materials: C(C)OC([C@H](CC1=CC=C(C=C1)OCCCBr)OC)=O ((2S)-3-[4-(3-Bromo-propoxy)-phenyl]-2-methoxy-propionic acid ethyl ester), ClC1=C(C=CC=C1)C(=O)C1=CC=C(C=C1)O ((2-Chloro-phenyl)-(4-hydroxy-phenyl)-methanone), [OH-].[Na+] (NaOH). Yields the product ClC1=C(C(=O)C2=CC=C(OCCCOC3=CC=C(C=C3)C[C@@H](C(=O)O)OC)C=C2)C=CC=C1 ((2S)-3-(4-{3-[4-(2-Chloro-benzoyl)-phenoxy]-propoxy}-phenyl)-2-methoxy-propionic acid). As a reaction SMILES: C([O:3][C:4](=[O:20])[C@@H:5]([O:18][CH3:19])[CH2:6][C:7]1[CH:12]=[CH:11][C:10]([O:13][CH2:14][CH2:15][CH2:16]Br)=[CH:9][CH:8]=1)C.[Cl:21][C:22]1[CH:27]=[CH:26][CH:25]=[CH:24][C:23]=1[C:28]([C:30]1[CH:35]=[CH:34][C:33]([OH:36])=[CH:32][CH:31]=1)=[O:29].[OH-].[Na+]>>[Cl:21][C:22]1[CH:27]=[CH:26][CH:25]=[CH:24][C:23]=1[C:28]([C:30]1[CH:35]=[CH:34][C:33]([O:36][CH2:16][CH2:15][CH2:14][O:13][C:10]2[CH:9]=[CH:8][C:7]([CH2:6][C@H:5]([O:18][CH3:19])[C:4]([OH:3])=[O:20])=[CH:12][CH:11]=2)=[CH:32][CH:31]=1)=[O:29] |f:2.3|. Procedure: (2S)-3-[4-(3-Bromo-propoxy)-phenyl]-2-methoxy-propionic acid ethyl ester from Example 173, Step A was treated with (2-Chloro-phenyl)-(4-hydroxy-phenyl)-methanone from Step B under the Standard Procedure J. The compound thus obtained was allowed to react under Standard hydrolysis procedure C (NaOH) to give the title compound. MS(ES) for C26H25ClO6 [M+NH4]+: 491, [M+H]+: 469.